Task: describe an organic reaction: reactants, conditions, products, and yield. Dataset: the Open Reaction Database (ORD), a public repository of structured organic reaction records The reactants are C([O-])([O-])=O.[K+].[K+] (potassium carbonate), FC1=C(C=C(C=C1)C=1C=C(C(NN1)=O)NC1=CC=C(C=N1)N1C(CN(CC1)C(=O)OC(C)(C)C)=O)NC(=O)C1=CC2=C(S1)CCCC2 (tert-Butyl 4-(6-(6-(4-Fluoro-3-(4,5,6,7-tetrahydrobenzo[b]thiophene-2-carboxamido)phenyl)-3-oxo-2,3-dihydropyridazin-4-ylamino)pyridin-3-yl)-3-oxopiperazine-1-carboxylate), CO (methanol), Cl (HCl). The solvent is O (water), C(C)(=O)OCC (ethyl acetate), O1CCOCC1 (dioxane). Reaction conditions: time 2 hour. The product is FC1=C(C=C(C=C1)C1=NNC(C(=C1)NC1=NC=C(C=C1)N1C(CNCC1)=O)=O)NC(=O)C1=CC2=C(S1)CCCC2 (N-(2-Fluoro-5-(6-oxo-5-(5-(2-oxopiperazin-1-yl)pyridin-2-ylamino)-1,6-dihydropyridazin-3-yl)phenyl)-4,5,6,7-tetrahydrobenzo[b]thiophene-2-carboxamide). Isolated yield 55.4%. As a reaction SMILES: [F:1][C:2]1[CH:7]=[CH:6][C:5]([C:8]2[CH:9]=[C:10]([NH:15][C:16]3[N:21]=[CH:20][C:19]([N:22]4[CH2:27][CH2:26][N:25](C(OC(C)(C)C)=O)[CH2:24][C:23]4=[O:35])=[CH:18][CH:17]=3)[C:11](=[O:14])[NH:12][N:13]=2)=[CH:4][C:3]=1[NH:36][C:37]([C:39]1[S:43][C:42]2[CH2:44][CH2:45][CH2:46][CH2:47][C:41]=2[CH:40]=1)=[O:38].CO.Cl.C(=O)([O-])[O-].[K+].[K+]>O1CCOCC1.O.C(OCC)(=O)C>[F:1][C:2]1[CH:7]=[CH:6][C:5]([C:8]2[CH:9]=[C:10]([NH:15][C:16]3[CH:17]=[CH:18][C:19]([N:22]4[CH2:27][CH2:26][NH:25][CH2:24][C:23]4=[O:35])=[CH:20][N:21]=3)[C:11](=[O:14])[NH:12][N:13]=2)=[CH:4][C:3]=1[NH:36][C:37]([C:39]1[S:43][C:42]2[CH2:44][CH2:45][CH2:46][CH2:47][C:41]=2[CH:40]=1)=[O:38] |f:3.4.5|. Procedure details: A 10-mL single-neck round bottomed flask equipped with a magnetic stirrer was purged with nitrogen and charged with 2h (75 mg, 0.129 mmol), methanol (2 mL) and 4 M HCl in dioxane (2 mL) and the mixture stirred for 2 h. After this time, ethyl acetate (20 mL) and water (20 mL) were added. The pH was adjusted to 6.5 with aqueous 10% potassium carbonate. The aqueous layer was separated and extracted with ethyl acetate (2×25 mL). The combined organic layers were washed with brine (20 mL) and dried ov...